This data is from the Open Reaction Database (ORD), a public repository of structured organic reaction records. The task is: describe an organic reaction: reactants, conditions, products, and yield Reactants: BrC1=CC(=C(C=C1F)C1CC(CC1)O)F (3-(4-bromo-2,5-difluorophenyl)cyclopentanol), C1(C=2C(C(N1)=O)=CC=CC2)=O (phthalimide), C1(=CC=CC=C1)P(C1=CC=CC=C1)C1=CC=CC=C1 (triphenylphosphine), N(=NC(=O)OCC)C(=O)OCC (diethyl azodicarboxylate). Run in O1CCCC1 (tetrahydrofuran), O1CCCC1 (tetrahydrofuran). Run at time 18 hour. Product: BrC1=CC(=C(C=C1F)C1CC(CC1)N1C(C2=CC=CC=C2C1=O)=O)F (2-[3-(4-Bromo-2,5-difluorophenyl)cyclopentyl]-1H-isoindole-1,3(2H)-dione). The yield is 76.8%. Reaction SMILES: [Br:1][C:2]1[C:7]([F:8])=[CH:6][C:5]([CH:9]2[CH2:13][CH2:12][CH:11](O)[CH2:10]2)=[C:4]([F:15])[CH:3]=1.[C:16]1(=[O:26])[NH:20][C:19](=[O:21])[C:18]2=[CH:22][CH:23]=[CH:24][CH:25]=[C:17]12.C1(P(C2C=CC=CC=2)C2C=CC=CC=2)C=CC=CC=1.N(C(OCC)=O)=NC(OCC)=O>O1CCCC1>[Br:1][C:2]1[C:7]([F:8])=[CH:6][C:5]([CH:9]2[CH2:13][CH2:12][CH:11]([N:20]3[C:16](=[O:26])[C:17]4[C:18](=[CH:22][CH:23]=[CH:24][CH:25]=4)[C:19]3=[O:21])[CH2:10]2)=[C:4]([F:15])[CH:3]=1. Procedure: To a solution of 13.9 g (50 mmol)oof 3-(4-bromo-2,5-difluorophenyl)cyclopentanol, 7.4 g (50 mmol) of phthalimide and 13.1 g (50 mmol) of triphenylphosphine in 50 ml of dry tetrahydrofuran was added dropwise at room temperature a solution of 8.7 g (50 mmol) of diethyl azodicarboxylate in 20 ml of dry tetrahydrofuran. The reaction was stirred at room temperature for 18 hours and the solvent was removed in vacuo. The residue was triturated with ether and the solid removed by filtration. The filtrat...